This data is from the Open Reaction Database (ORD), a public repository of structured organic reaction records. The task is: describe an organic reaction: reactants, conditions, products, and yield Reactants: CO, Cl, NN, O=C1c2ccccc2C(=O)N1C1CCN(Cc2ccccc2)C1. Yields the product NC1CCN(Cc2ccccc2)C1. Reaction SMILES: [CH3:27][OH:28].[ClH:26].[NH2:24][NH2:25].[c:1]1([CH2:7][N:8]2[CH2:9][CH:10]([N:13]3[C:14](=[O:15])[c:16]4[c:17]([cH:18][cH:19][cH:20][cH:21]4)[C:22]3=[O:23])[CH2:11][CH2:12]2)[cH:2][cH:3][cH:4][cH:5][cH:6]1>>[c:1]1([CH2:7][N:8]2[CH2:9][CH:10]([NH2:13])[CH2:11][CH2:12]2)[cH:2][cH:3][cH:4][cH:5][cH:6]1. Reaction SMILES: [Br:1][c:2]1[n:3][cH:4][c:5]([Br:9])[cH:6][c:7]1[Cl:8].[CH3:10][CH:11]1[NH:12][CH2:13][CH2:14][NH:15][CH2:16]1>>[c:2]1([N:15]2[CH2:14][CH2:13][NH:12][CH:11]([CH3:10])[CH2:16]2)[n:3][cH:4][c:5]([Br:9])[cH:6][c:7]1[Cl:8]. Starting materials: Clc1cc(Br)cnc1Br, CC1CNCCN1. Yields the product CC1CN(c2ncc(Br)cc2Cl)CCN1. Starting materials: Cl.C(#N)C=1C=C(C[C@H](N)C(=O)O)C=CC1 (3-cyano-(L)-phenylalanine hydrochloride), C(C)N(C(C)C)C(C)C (N-ethyldiisopropylamine), C(=O)(OC(C)(C)C)ON=C(C#N)C1=CC=CC=C1 (2-(Boc-oxyimino)-2-phenylacetonitrile). Solvent: O (water), O1CCOCC1 (dioxane), O (water). Reaction conditions: time 16 hour. Yields the product C(=O)(OC(C)(C)C)N[C@@H](CC1=CC(=CC=C1)C#N)C(=O)O (Boc-3-cyano-(L)-phenylalanine). As a reaction SMILES: Cl.[C:2]([C:4]1[CH:5]=[C:6]([CH:13]=[CH:14][CH:15]=1)[CH2:7][C@@H:8]([C:10]([OH:12])=[O:11])[NH2:9])#[N:3].C(N(C(C)C)C(C)C)C.[C:25](ON=C(C1C=CC=CC=1)C#N)([O:27][C:28]([CH3:31])([CH3:30])[CH3:29])=[O:26]>O.O1CCOCC1>[C:25]([NH:9][C@H:8]([C:10]([OH:12])=[O:11])[CH2:7][C:6]1[CH:13]=[CH:14][CH:15]=[C:4]([C:2]#[N:3])[CH:5]=1)([O:27][C:28]([CH3:31])([CH3:30])[CH3:29])=[O:26] |f:0.1|. Reported procedure: 6 g (26.5 mmol) of 3-cyano-(L)-phenylalanine hydrochloride and 9.1 ml (53.2 mmol) of N-ethyldiisopropylamine was suspended in 17 ml of water. To this suspension was added a solution of 7.2 g (29.2 mmol) of 2-(Boc-oxyimino)-2-phenylacetonitrile in 20 ml of dioxane and stirring continued for 16 hours at room temperature. After subsequent addition of 50 ml of water, the solution was extracted with 50 ml of ethyl acetate, the organic phase separated and the pH of the aqueous phase adjusted to 3 with... Starting materials: COc1cc(C)cc(C)c1B(O)O, Cc1ccccc1, CCOC(C)=O, COc1nc(Cl)nc(C)c1O, [Na+], [Na+], O=C([O-])[O-], c1ccc(P(c2ccccc2)(c2ccccc2)[Pd](P(c2ccccc2)(c2ccccc2)c2ccccc2)(P(c2ccccc2)(c2ccccc2)c2ccccc2)P(c2ccccc2)(c2ccccc2)c2ccccc2)cc1. The product is COc1cc(C)cc(C)c1-c1nc(C)c(O)c(OC)n1. RXN SMILES: [CH3:12][O:13][c:14]1[c:15]([B:22]([OH:23])[OH:24])[c:16]([CH3:21])[cH:17][c:18]([CH3:20])[cH:19]1.[CH3:25][c:26]1[cH:27][cH:28][cH:29][cH:30][cH:31]1.[CH3:38][CH2:39][O:40][C:41](=[O:42])[CH3:43].[Cl:1][c:2]1[n:3][c:4]([CH3:11])[c:5]([OH:10])[c:6]([O:8][CH3:9])[n:7]1.[Na+:32].[Na+:33].[O-:34][C:35](=[O:36])[O-:37].[cH:44]1[cH:45][cH:46][c:47]([P:48]([Pd:49]([P:50]([c:51]2[cH:52][cH:53][cH:54][cH:55][cH:56]2)([c:57]2[cH:58][cH:59][cH:60][cH:61][cH:62]2)[c:63]2[cH:64][cH:65][cH:66][cH:67][cH:68]2)([P:69]([c:70]2[cH:71][cH:72][cH:73][cH:74][cH:75]2)([c:76]2[cH:77][cH:78][cH:79][cH:80][cH:81]2)[c:82]2[cH:83][cH:84][cH:85][cH:86][cH:87]2)[P:88]([c:89]2[cH:90][cH:91][cH:92][cH:93][cH:94]2)([c:95]2[cH:96][cH:97][cH:98][cH:99][cH:100]2)[c:101]2[cH:102][cH:103][cH:104][cH:105][cH:106]2)([c:107]2[cH:108][cH:109][cH:110][cH:111][cH:112]2)[c:113]2[cH:114][cH:115][cH:116][cH:117][cH:118]2)[cH:119][cH:120]1>>[c:2]1(-[c:15]2[c:14]([O:13][CH3:12])[cH:19][c:18]([CH3:20])[cH:17][c:16]2[CH3:21])[n:3][c:4]([CH3:11])[c:5]([OH:10])[c:6]([O:8][CH3:9])[n:7]1. Reactants: C1CCOC1, CCC(C)C(NS(=O)(=O)c1cccc2ccccc12)C(=O)NC(Cc1c[nH]c2ccccc12)C(=O)OC, Cl, [K+], [OH-], O. Yields the product CCC(C)C(NS(=O)(=O)c1cccc2ccccc12)C(=O)NC(Cc1c[nH]c2ccccc12)C(=O)O. RXN SMILES: [CH2:38]1[O:39][CH2:40][CH2:41][CH2:42]1.[CH3:1][O:2][C:3]([CH:4]([NH:5][C:6]([CH:7]([NH:8][S:9](=[O:10])(=[O:11])[c:12]1[cH:13][cH:14][cH:15][c:16]2[cH:17][cH:18][cH:19][cH:20][c:21]12)[CH:22]([CH3:23])[CH2:24][CH3:25])=[O:26])[CH2:27][c:28]1[cH:29][nH:30][c:31]2[cH:32][cH:33][cH:34][cH:35][c:36]12)=[O:37].[ClH:45].[K+:44].[OH-:43].[OH2:46]>>[O:2]=[C:3]([CH:4]([NH:5][C:6]([CH:7]([NH:8][S:9](=[O:10])(=[O:11])[c:12]1[cH:13][cH:14][cH:15][c:16]2[cH:17][cH:18][cH:19][cH:20][c:21]12)[CH:22]([CH3:23])[CH2:24][CH3:25])=[O:26])[CH2:27][c:28]1[cH:29][nH:30][c:31]2[cH:32][cH:33][cH:34][cH:35][c:36]12)[OH:37]. Starting materials: BrC=1C=C2C(=CNC2=CC1)C=O (5-bromo-indole-3-carboxaldehyde), P(=O)(O)([O-])[O-].[NH4+].[NH4+] (diammonium hydrogen phosphate). The solvent is [N+](=O)([O-])CCC (1-nitropropane), C(C)(=O)O (acetic acid). The product is BrC=1C=C2C(=CNC2=CC1)C#N (5-Bromo-1H-indole-3-carbonitrile). The yield is 87.2%. RXN SMILES: [Br:1][C:2]1[CH:3]=[C:4]2[C:8](=[CH:9][CH:10]=1)[NH:7][CH:6]=[C:5]2[CH:11]=O.P([O-])([O-])(O)=O.[NH4+:18].[NH4+]>[N+](CCC)([O-])=O.C(O)(=O)C>[Br:1][C:2]1[CH:3]=[C:4]2[C:8](=[CH:9][CH:10]=1)[NH:7][CH:6]=[C:5]2[C:11]#[N:18] |f:1.2.3|. Procedure: A mixture of 5-bromo-indole-3-carboxaldehyde (5 g, 22.3 mmol), diammonium hydrogen phosphate (15.6 g, 31.8 mmol) in 1-nitropropane (66 mL) and acetic acid (22 mL) were heated at reflux for 16 h. After cooling to room temperature, the solvents were removed under reduced pressure and water added to the dark residue. After a short while, 5-bromo-1H-indole-3-carbonitrile precipitated rapidly. The solid was filtered, washed severally with water and dried for several hours to afford 4.3 g (86%) of the...